From a dataset of the Open Reaction Database (ORD), a public repository of structured organic reaction records. describe an organic reaction: reactants, conditions, products, and yield Reactants: Cl (hydrochloric acid), ClC1=CC(=C(C=C1)F)Cl (1,3-dichloro-4-fluorobenzene), [Cl-].[Al+3].[Cl-].[Cl-] (aluminum chloride), C(C)(=O)OC(C)=O (acetic anhydride). Run at temperature 80 celsius. The product is C(C)(=O)C1=CC(=C(C=C1Cl)Cl)F (6-acetyl-1,3-dichloro-4-fluorobenzene). As a reaction SMILES: [Cl:1][C:2]1[CH:7]=[CH:6][C:5]([F:8])=[C:4]([Cl:9])[CH:3]=1.[Cl-].[Al+3].[Cl-].[Cl-].[C:14](OC(=O)C)(=[O:16])[CH3:15].Cl>>[C:14]([C:7]1[C:2]([Cl:1])=[CH:3][C:4]([Cl:9])=[C:5]([F:8])[CH:6]=1)(=[O:16])[CH3:15] |f:1.2.3.4|. Procedure: A mixture of 229.6 g of 1,3-dichloro-4-fluorobenzene and 205.34 g of aluminum chloride was heated at 80° C. A 56 g portion of acetic anhydride was added dropwise over 2 hours, then the reaction ws heated at 100° C. for 8 hours, poured onto a mixture of concentrated hydrochloric acid and ice and extracted several times with ether. The ether extracts were combined, washed with water, dried and the solvents evaporated. The solid was purified by vacuum distillation, giving 156.63 g of 6-acetyl-1,3-d... The reactants are COc1c(OCc2ccccc2)ccc(C=O)c1[N+](=O)[O-], C1CCOC1, I, [NH4+], [Na+], [Na+], [OH-], O=S([O-])[O-]. Yields the product COc1c(OCc2ccccc2)ccc(C#N)c1[N+](=O)[O-]. RXN SMILES: [CH2:2]([c:3]1[cH:4][cH:5][cH:6][cH:7][cH:8]1)[O:9][c:10]1[c:11]([O:21][CH3:22])[c:12]([N+:18](=[O:19])[O-:20])[c:13]([CH:14]=[O:15])[cH:16][cH:17]1.[CH2:31]1[O:32][CH2:33][CH2:34][CH2:35]1.[I:1].[NH4+:23].[Na+:29].[Na+:30].[OH-:24].[S:25]([O-:26])([O-:27])=[O:28]>>[CH2:2]([c:3]1[cH:4][cH:5][cH:6][cH:7][cH:8]1)[O:9][c:10]1[c:11]([O:21][CH3:22])[c:12]([N+:18](=[O:19])[O-:20])[c:13]([C:14]#[N:23])[cH:16][cH:17]1. Reported procedure: To a solution of 2,4-hexadiyn-1,6-diol (1.1 g) in acetone (15 ml), K2CO3 (0.5 g) was added. To the stirred solution at room temperature, 2,4-dinitrofluorobenzene (3.8 g) was added gradually and the dark red solution stirred overnight at room temperature. It was poured into excess water, the pale yellow solid filtered off, washed with water and dried. Recrystallization from dioxane ethanol gave short, light pink needles, m.p. 210° C. (4.2 g, 95%). I.R. (KBr): 1592, 1333, 834 (Ar-NO2)cm-1. The solvent is CC(=O)C (acetone), O (water). Product: C(C#CC#CCO)O.[N+](=O)([O-])C1=C(C=CC(=C1)[N+](=O)[O-])OC1=C(C=C(C=C1)[N+](=O)[O-])[N+](=O)[O-] (2,4-Hexadiyn-1,6-diol bis-(2,4-dinitrophenyl) ether). Conditions: time 8 hour. Starting materials: C(C#CC#CCO)O (2,4-hexadiyn-1,6-diol), C(=O)([O-])[O-].[K+].[K+] (K2CO3), [K+].[Br-] (KBr), [N+](=O)([O-])C1=C(C=CC(=C1)[N+](=O)[O-])F (2,4-dinitrofluorobenzene). Reaction SMILES: [CH2:1]([OH:8])[C:2]#[C:3][C:4]#[C:5][CH2:6][OH:7].C([O-])([O-])=O.[K+].[K+].[N+:15]([C:18]1[CH:23]=[C:22]([N+:24]([O-:26])=[O:25])[CH:21]=[CH:20][C:19]=1F)([O-:17])=[O:16].[K+].[Br-]>CC(C)=O.O>[CH2:1]([OH:8])[C:2]#[C:3][C:4]#[C:5][CH2:6][OH:7].[N+:15]([C:18]1[CH:23]=[C:22]([N+:24]([O-:26])=[O:25])[CH:21]=[CH:20][C:19]=1[O:8][C:1]1[CH:6]=[CH:5][C:4]([N+:15]([O-:17])=[O:16])=[CH:3][C:2]=1[N+:24]([O-:26])=[O:25])([O-:17])=[O:16] |f:1.2.3,5.6,9.10|. Reactants: O=C1CCC(=O)N1Cl, Nc1cc(F)c(F)cc1[N+](=O)[O-], CN(C)C=O, O. The product is Nc1c([N+](=O)[O-])cc(F)c(F)c1Cl. As a reaction SMILES: [Cl:13][N:14]1[C:15](=[O:16])[CH2:17][CH2:18][C:19]1=[O:20].[F:1][c:2]1[cH:3][c:4]([N+:10](=[O:11])[O-:12])[c:5]([NH2:6])[cH:7][c:8]1[F:9].[O:22]=[CH:23][N:24]([CH3:25])[CH3:26].[OH2:21]>>[F:1][c:2]1[cH:3][c:4]([N+:10](=[O:11])[O-:12])[c:5]([NH2:6])[c:7]([Cl:13])[c:8]1[F:9]. The reactants are CN(C)CCCOc1ccc(-c2cnc(Nc3ccccc3)s2)cc1, CO, CN(C)CCCl, ClCCl, Cl, Oc1ccc(Nc2ncc(-c3ccsc3)s2)c(C(F)(F)F)c1. Product: CN(C)CCOc1ccc(Nc2ncc(-c3ccsc3)s2)c(C(F)(F)F)c1. Reaction SMILES: [CH3:1][N:2]([CH2:3][CH2:4][CH2:5][O:6][c:7]1[cH:8][cH:9][c:10](-[c:11]2[s:12][c:13]([NH:14][c:15]3[cH:16][cH:17][cH:18][cH:19][cH:20]3)[n:21][cH:22]2)[cH:23][cH:24]1)[CH3:25].[CH3:58][OH:59].[Cl:49][CH2:50][CH2:51][N:52]([CH3:53])[CH3:54].[Cl:55][CH2:56][Cl:57].[ClH:48].[s:26]1[cH:27][c:28](-[c:31]2[cH:32][n:33][c:34]([NH:36][c:37]3[c:38]([C:44]([F:45])([F:46])[F:47])[cH:39][c:40]([OH:43])[cH:41][cH:42]3)[s:35]2)[cH:29][cH:30]1>>[CH3:1][N:2]([CH2:3][CH2:4][O:43][c:40]1[cH:39][c:38]([C:44]([F:45])([F:46])[F:47])[c:37]([NH:36][c:34]2[n:33][cH:32][c:31](-[c:28]3[cH:27][s:26][cH:30][cH:29]3)[s:35]2)[cH:42][cH:41]1)[CH3:25]. Starting materials: C(CCC(=O)C)(=O)O[C@H]1[C@@H](OC2=CC=C(C=C2)OC)O[C@@H]([C@@H]([C@@H]1O)O)C (4-Methoxyphenyl 2-O-levulinoyl-α-D-fucopyranoside), C(CCC)[Sn](CCCC)=O (dibutyl tin oxide), C(C1=CC=CC=C1)Br (benzylbromide). The reagents and catalysts are [I-].C(CCC)[N+](CCCC)(CCCC)CCCC (tetrabutylammonium iodide). The solvent is C1(=CC=CC=C1)C (toluene), O (water). Reaction conditions: temperature 60 celsius. Yields the product C(C1=CC=CC=C1)O[C@@H]1[C@H]([C@@H](OC2=CC=C(C=C2)OC)O[C@@H]([C@@H]1O)C)OC(CCC(=O)C)=O (4-Methoxyphenyl 3-O-benzyl-2-O-levulinoyl-α-D-fucopyranoside). RXN SMILES: [C:1]([O:8][C@@H:9]1[C@@H:23]([OH:24])[C@@H:22]([OH:25])[C@@H:21]([CH3:26])[O:20][C@@H:10]1[O:11][C:12]1[CH:17]=[CH:16][C:15]([O:18][CH3:19])=[CH:14][CH:13]=1)(=[O:7])[CH2:2][CH2:3][C:4]([CH3:6])=[O:5].C([Sn](=O)CCCC)CCC.[CH2:37](Br)[C:38]1[CH:43]=[CH:42][CH:41]=[CH:40][CH:39]=1>C1(C)C=CC=CC=1.[I-].C([N+](CCCC)(CCCC)CCCC)CCC.O>[CH2:37]([O:24][C@H:23]1[C@@H:22]([OH:25])[C@@H:21]([CH3:26])[O:20][C@H:10]([O:11][C:12]2[CH:13]=[CH:14][C:15]([O:18][CH3:19])=[CH:16][CH:17]=2)[C@@H:9]1[O:8][C:1](=[O:7])[CH2:2][CH2:3][C:4]([CH3:6])=[O:5])[C:38]1[CH:43]=[CH:42][CH:41]=[CH:40][CH:39]=1 |f:4.5|. Procedure: 4-Methoxyphenyl 2-O-levulinoyl-α-D-fucopyranoside (2.37 g, 6.46 mmol) and dibutyl tin oxide (1.61 g, 6.46 mmol) are dissolved in 70 mL of toluene. The mixture was refluxed with a Dean-Stark trap for 2.5 h. Then it was cooled to 60° C., benzylbromide and tetrabutylammonium iodide were added and refluxed for 2 h. After cooling to room temperature the reaction mixture was diluted with water and extracted 3 times with EtOAc, dried over Na2SO4 and concentrated. The crude product was purified by colum... The reactants are O=C([O-])[O-], CCBr, CC=CCC1Cc2ccc(O)cc2C1=O, CN(C)C=O, CC(C)=O, [K+], [K+], O. Product: CC=CCC1Cc2ccc(OCC)cc2C1=O. As a reaction SMILES: [C:19](=[O:20])([O-:21])[O-:22].[CH2:16]([CH3:17])[Br:18].[CH2:1]([CH:2]=[CH:3][CH3:4])[CH:5]1[C:6](=[O:15])[c:7]2[cH:8][c:9]([OH:14])[cH:10][cH:11][c:12]2[CH2:13]1.[CH3:25][N:26]([CH3:27])[CH:28]=[O:29].[CH3:30][C:31](=[O:32])[CH3:33].[K+:23].[K+:24].[OH2:34]>>[CH2:1]([CH:2]=[CH:3][CH3:4])[CH:5]1[C:6](=[O:15])[c:7]2[cH:8][c:9]([O:14][CH2:16][CH3:17])[cH:10][cH:11][c:12]2[CH2:13]1. Starting materials: CCCc1nc(C)n2c(=O)[nH]c(-c3ccccc3OCC)nc12, COCCN, ClCCl, O=S(=O)(Cl)Cl. Product: CCCc1nc(C)n2c(=O)[nH]c(-c3cc(S(=O)(=O)NCCOC)ccc3OCC)nc12. RXN SMILES: [CH2:11]([CH3:12])[O:13][c:14]1[c:15](-[c:20]2[n:21][c:22]3[n:23]([c:24](=[O:26])[nH:25]2)[c:27]([CH3:33])[n:28][c:29]3[CH2:30][CH2:31][CH3:32])[cH:16][cH:17][cH:18][cH:19]1.[CH3:1][O:2][CH2:3][CH2:4][NH2:5].[Cl:34][CH2:35][Cl:36].[S:6](=[O:7])(=[O:8])([Cl:9])[Cl:10]>>[CH3:1][O:2][CH2:3][CH2:4][NH:5][S:6](=[O:7])(=[O:8])[c:17]1[cH:16][c:15](-[c:20]2[n:21][c:22]3[n:23]([c:24](=[O:26])[nH:25]2)[c:27]([CH3:33])[n:28][c:29]3[CH2:30][CH2:31][CH3:32])[c:14]([O:13][CH2:11][CH3:12])[cH:19][cH:18]1. Reactants: ClC1=C(C=CC(=C1)C(F)(F)F)C#CC(=O)O ((2-chloro-4-trifluoromethylphenyl)propynoic acid), ClC=1C=C(C=CC1CCNCC1CC1)N (3-chloro-4-[2-(cyclopropylmethylamino)ethyl]phenylamine), petroleum ether ethyl acetate. Yields the product ClC=1C=C(C=CC1CCNCC1CC1)NC(C#CC1=C(C=C(C=C1)C(F)(F)F)Cl)=O (3-(2-chloro-4-trifluoromethylphenyl)propynoic acid-{3-chloro-4-[2-(cyclopropylmethylamino)ethyl]phenyl}amide). Reaction SMILES: [Cl:1][C:2]1[CH:7]=[C:6]([C:8]([F:11])([F:10])[F:9])[CH:5]=[CH:4][C:3]=1[C:12]#[C:13][C:14]([OH:16])=O.[Cl:17][C:18]1[CH:19]=[C:20]([NH2:31])[CH:21]=[CH:22][C:23]=1[CH2:24][CH2:25][NH:26][CH2:27][CH:28]1[CH2:30][CH2:29]1>>[Cl:17][C:18]1[CH:19]=[C:20]([NH:31][C:14](=[O:16])[C:13]#[C:12][C:3]2[CH:4]=[CH:5][C:6]([C:8]([F:9])([F:10])[F:11])=[CH:7][C:2]=2[Cl:1])[CH:21]=[CH:22][C:23]=1[CH2:24][CH2:25][NH:26][CH2:27][CH:28]1[CH2:30][CH2:29]1. Reported procedure: Prepared analogously to Example 2.3.f. from (2-chloro-4-trifluoromethylphenyl)propynoic acid and 3-chloro-4-[2-(cyclopropylmethylamino)ethyl]phenylamine. Yield: 15 mg (3.4% of theory); C22H19Cl2F3N2O (M=455.31); calc.: molecular ion peak (M+H)+: 455/457/459; found: molecular ion peak (M+H)+: 455/457/459; Rf value: 0.3 (Alox, petroleum ether/ethyl acetate (3:1)). Starting materials: IC1=CC=C(C=C1)C (4-iodotoluene), C1(=CC=CC=C1)S (thiophenol). The product is C1(=C(C=CC=C1)C1=CC=C(C=C1)S)C (p-Tolylthiophenol). As a reaction SMILES: I[C:2]1[CH:7]=[CH:6][C:5]([CH3:8])=[CH:4][CH:3]=1.[C:9]1([SH:15])[CH:14]=[CH:13][CH:12]=[CH:11][CH:10]=1>>[C:5]1([CH3:8])[CH:6]=[CH:7][CH:2]=[CH:3][C:4]=1[C:12]1[CH:13]=[CH:14][C:9]([SH:15])=[CH:10][CH:11]=1. Reported procedure: The general procedure was used to convert 4-iodotoluene and thiophenol to the title product. Purification by flash chromatography (hexane as the eluent) gave the analytically pure product as a clear oil (379 mg, 94% yield). 1H NMR (300 MHz, CDCl3) δ 7.22–7.08 (m, 7H; Ha, Ha′, Hc, Hc′, Hd, Hd′, He) 7.04–7.00 (d, J=7.91, 2H; Hb, Hb′), 2.25 (s, 3H; methyl protons). 13C NMR (75 MHz, CDCl3) δ 137.54 (C4), 137.09 (C1′), 132.24 (C2, C6), 131.24 (C1), 130.03 (C3, C5), 129.72 (C2′, C6′), 128.99 (C3′, C5′...